Dataset: the Open Reaction Database (ORD), a public repository of structured organic reaction records. Task: describe an organic reaction: reactants, conditions, products, and yield Procedure details: A 1.0 M tetrahydrofuran solution of lithium hexamethyldisilazane (6.2 ml, 6.2 mmol) was gradually added to a solution of tert-butyl. 2-oxo-4-propyl-1-pyrrolidinecarboxylate (1.35 g, 5.94 mmol) in tetrahydrofuran (20 ml) at −70° C. and the mixture was stirred for 15 minutes. Benzyl bromide was added to the reaction mixture and the temperature of the mixture was gradually raised to 0° C. and it was stirred for 3 hours. Saturated aqueous ammonium chloride solution was added to the reaction mixture ... Product: C(C1=CC=CC=C1)C1C(N(CC1CCC)C(=O)OC(C)(C)C)=O (tert-Butyl 3-benzyl-2-oxo-4-propyl-1-pyrrolidinecarboxylate). Run at temperature 0 celsius, time 3 hour. The solvent is O1CCCC1 (tetrahydrofuran), C(C)(=O)OCC (ethyl acetate), O1CCCC1 (tetrahydrofuran). As a reaction SMILES: C[Si](C)(C)N[Si](C)(C)C.[Li].[O:11]=[C:12]1[CH2:16][CH:15]([CH2:17][CH2:18][CH3:19])[CH2:14][N:13]1[C:20]([O-:22])=[O:21].[CH2:23](Br)[C:24]1[CH:29]=[CH:28][CH:27]=[CH:26][CH:25]=1.[Cl-].[NH4+]>O1CCCC1.C(OCC)(=O)C>[CH2:23]([CH:16]1[CH:15]([CH2:17][CH2:18][CH3:19])[CH2:14][N:13]([C:20]([O:22][C:15]([CH3:17])([CH3:16])[CH3:14])=[O:21])[C:12]1=[O:11])[C:24]1[CH:29]=[CH:28][CH:27]=[CH:26][CH:25]=1 |f:0.1,4.5,^1:9|. The reactants are O=C1N(CC(C1)CCC)C(=O)[O-] (2-oxo-4-propyl-1-pyrrolidinecarboxylate), C[Si](N[Si](C)(C)C)(C)C.[Li] (lithium hexamethyldisilazane), C(C1=CC=CC=C1)Br (Benzyl bromide), [Cl-].[NH4+] (ammonium chloride).